Dataset: the Open Reaction Database (ORD), a public repository of structured organic reaction records. Task: describe an organic reaction: reactants, conditions, products, and yield Starting materials: N1N=CC2=CC(=CC=C12)C(C(C(=O)O)C)C1=CC=CC=C1 (3-(1H-indazol-5-yl)-2-methyl-3-phenylpropanoic acid), S1C(=NN=C1)N (1,3,4-thiadiazol-2-amine). Product: N1N=CC2=CC(=CC=C12)C(C(C(=O)NC=1SC=NN1)C)C1=CC=CC=C1 (3-(1H-Indazol-5-yl)-2-methyl-3-phenyl-N-(1,3,4-thiadiazol-2-yl)propanamide). Isolated yield 42.0%. RXN SMILES: [NH:1]1[C:9]2[C:4](=[CH:5][C:6]([CH:10]([C:16]3[CH:21]=[CH:20][CH:19]=[CH:18][CH:17]=3)[CH:11]([CH3:15])[C:12]([OH:14])=O)=[CH:7][CH:8]=2)[CH:3]=[N:2]1.[S:22]1[CH:26]=[N:25][N:24]=[C:23]1[NH2:27]>>[NH:1]1[C:9]2[C:4](=[CH:5][C:6]([CH:10]([C:16]3[CH:21]=[CH:20][CH:19]=[CH:18][CH:17]=3)[CH:11]([CH3:15])[C:12]([NH:27][C:23]3[S:22][CH:26]=[N:25][N:24]=3)=[O:14])=[CH:7][CH:8]=2)[CH:3]=[N:2]1. Reported procedure: Example 151 was prepared from 3-(1H-indazol-5-yl)-2-methyl-3-phenylpropanoic acid (40 mg, 0.26 mmol) and 1,3,4-thiadiazol-2-amine using General Coupling Method A to give 6 mg (42% yield). MS found: (M+H)+=364. 400 MHz 1H-NMR (CDCl3) δ 8.77 (s, 1H); 7.90 (s, 1H); 7.75 (s, 1H); 7.75 (s, 1H); 7.47 (m, 4H); 7.36 (app t, 2H); 7.25 (dd, 2H); 4.35 (d, 1H); 3.87 (m, 1H); 1.31 (d, 3H). Reactants: COC(C=O)OC (2,2-dimethoxyacetaldehyde), C(C=C)Br (allyl bromide), [In] (Indium). Solvent: C(C)O (ethanol). Run at temperature 40 celsius, time 3 hour. Yields the product OC(C(OC)OC)CC=C (2-hydroxy-1,1-dimethoxypent-4-ene). As a reaction SMILES: [In].[CH3:2][O:3][CH:4]([O:7][CH3:8])[CH:5]=[O:6].[CH2:9](Br)[CH:10]=[CH2:11]>C(O)C>[OH:6][CH:5]([CH2:11][CH:10]=[CH2:9])[CH:4]([O:7][CH3:8])[O:3][CH3:2]. Reported procedure: Indium powder (0.17 mol, 0.75 eq., 20 g, 100 mesh) was added to an ethanol (200 mL) solution containing 2,2-dimethoxyacetaldehyde (0.23 mol, 1.0 eq., 35 mL, 60 wt % solution in water) and allyl bromide (0.28 mol, 1.2 eq., 24 mL). The suspension was stirred at 40° C. for 3 h. The slurry was then centrifuged and the supernatant was decanted. The residual pellet was suspended in and washed 3 times with ethanol (3×150 mL). The combined supernatants were filtered and evaporated at reduced pressure to... Reactants: Cl.Cl.NC1=CC=C(C(=N)N)C=C1 (4-aminobenzamidine 2HCl), [Na] (sodium), C(C)OC=C(C(=O)OCC)C(=O)OCC (diethyl ethoxymethylenemalonate). Run in C(C)O (ethanol). Reaction conditions: time 5 minute. Yields the product NC1=CC=C(C=C1)C1=NC=C(C(=N1)O)C(=O)O (2-(4-Aminophenyl)-4-hydroxy-5-pyrimidine carboxylic acid). Yield: 102671.1%. RXN SMILES: [Na].Cl.Cl.[NH2:4][C:5]1[CH:13]=[CH:12][C:8]([C:9]([NH2:11])=[NH:10])=[CH:7][CH:6]=1.C([O:16][CH:17]=[C:18]([C:24](OCC)=O)[C:19]([O:21]CC)=[O:20])C>C(O)C>[NH2:4][C:5]1[CH:13]=[CH:12][C:8]([C:9]2[N:11]=[C:17]([OH:16])[C:18]([C:19]([OH:21])=[O:20])=[CH:24][N:10]=2)=[CH:7][CH:6]=1 |f:1.2.3,^1:0|. Reported procedure: A solution of 14.8 g (0.642 mmol) of sodium in 750 ml of dry ethanol is stirred at 0° and 44.6 g (0.214 mmol) of 4-aminobenzamidine 2HCl [Shaw and Cooley, J. Am. Chem. Soc., 79, 3561 (1957)] is added. The mixture is stirred 5 minutes under nitrogen and 46.2 g (0.214 mmol) of diethyl ethoxymethylenemalonate is added. After stirring for 30 min, the mixture is refluxed for 4 hr and allowed to stand overnight at room temperature. The salt is filtered and washed with isopropanol. The salt is suspende... Reactants: CCOCC (Et2O), C[Si](C)(C)C#CC1=CC=C(C(=O)C2=CC=CC=C2)C=C1 (4-(trimethylsilylethynyl)benzophenone), C1(=CC=CC=C1)[Li] (phenyllithium). The solvent is O (H2O), O (H2O). Reaction conditions: time 4 hour. Yields the product C(#C)C1=CC=C(C=C1)C(O)(C1=CC=CC=C1)C1=CC=CC=C1 ((4-ethynylphenyl)-diphenylmethanol). Yield: 81.0%. RXN SMILES: CCOCC.C[Si]([C:10]#[C:11][C:12]1[CH:25]=[CH:24][C:15]([C:16]([C:18]2[CH:23]=[CH:22][CH:21]=[CH:20][CH:19]=2)=[O:17])=[CH:14][CH:13]=1)(C)C.[C:26]1([Li])[CH:31]=[CH:30][CH:29]=[CH:28][CH:27]=1>O>[C:11]([C:12]1[CH:25]=[CH:24][C:15]([C:16]([C:26]2[CH:31]=[CH:30][CH:29]=[CH:28][CH:27]=2)([C:18]2[CH:23]=[CH:22][CH:21]=[CH:20][CH:19]=2)[OH:17])=[CH:14][CH:13]=1)#[CH:10]. Procedure details: To a flask containing a mixture of 4-bromobenzophenone (1.31 g, 5.0 mmol). PdCl2 (PPh3)2 (70 mg. 0.10 mmol), and CuI (10 mg, 0.050 mmol) was added Et2NH (50 mL) and trimethylsilyl-acetylene (0.85 mL, 6.0 mmol) under a nitrogen atmosphere. The mixture was stirred at room temperature for 5 h. The solvent was removed under vacuum, and the residue was extracted with CH2Cl2 /H2O. The organic layer was collected, dried over MgSO4, filtered through Al2O3, and pumped dry. The residue was recrystallized ... The reactants are ice, FC1=C(C=C(C=C1)NC(=O)C1=CC=CC2=CC(=CC=C12)CC1=NC=NC(=C1)O)C(F)(F)F (6-(6-hydroxy-pyrimidin-4-ylmethyl)-naphthalene-1-carboxylic acid (4-fluoro-3-trifluoromethyl-phenyl)-amide), [Cl-] (chloride), CN(C1=CC=CC=C1)C (N,N-dimethylaniline), O=P(Cl)(Cl)Cl (POCl3). Run in CC#N (CH3CN). Conditions: temperature 75 celsius, time 1 hour. Yields the product FC1=C(C=C(C=C1)NC(=O)C1=CC=CC2=CC(=CC=C12)CC1=NC=NC(=C1)Cl)C(F)(F)F (6-(6-Chloro-Pyrimidin-4-ylmethyl)-naphthalene-1-carboxylic acid (4-fluoro-3-trifluoromethyl-phenyl)-amide). As a reaction SMILES: [F:1][C:2]1[CH:7]=[CH:6][C:5]([NH:8][C:9]([C:11]2[C:20]3[C:15](=[CH:16][C:17]([CH2:21][C:22]4[CH:27]=[C:26](O)[N:25]=[CH:24][N:23]=4)=[CH:18][CH:19]=3)[CH:14]=[CH:13][CH:12]=2)=[O:10])=[CH:4][C:3]=1[C:29]([F:32])([F:31])[F:30].[Cl-].CN(C)C1C=CC=CC=1.O=P(Cl)(Cl)[Cl:45]>CC#N>[F:1][C:2]1[CH:7]=[CH:6][C:5]([NH:8][C:9]([C:11]2[C:20]3[C:15](=[CH:16][C:17]([CH2:21][C:22]4[CH:27]=[C:26]([Cl:45])[N:25]=[CH:24][N:23]=4)=[CH:18][CH:19]=3)[CH:14]=[CH:13][CH:12]=2)=[O:10])=[CH:4][C:3]=1[C:29]([F:32])([F:31])[F:30]. Procedure details: To a solution of 200 mg (0.453 mMol) 6-(6-hydroxy-pyrimidin-4-ylmethyl)-naphthalene-1-carboxylic acid (4-fluoro-3-trifluoromethyl-phenyl)-amide in 15 ml CH3CN, 165.7 mg (1.0 mMol) tetrmethylammonium chloride, 127 μl (1.0 mMol) N,N-dimethylaniline and 0.55 ml (6.0 mMol) POCl3 are added. The mixture is heated up to 75° C. for 1 h, cooled to rt and poured into 30 g ice. After 1 h of vigorous stirring, the title compound can be filtered off and washed with 6 ml CH3CN/H2O 1:2: MS: [M+1]+=460/462; HPL... The reactants are FC=1C=CC(=C(C1)C=1C(=CC(=CC1)[N+](=O)[O-])C(=O)OC)OC (methyl 5′-Fluoro-2′-methoxy-4-nitro-2-biphenylcarboxylate), BrC1=C(C(=O)OC)C=C(C=C1)[N+](=O)[O-] (methyl 2-bromo-5-nitrobenzoate), COC1=C(C=C(C=C1)C)B(O)O (2-methoxy-5-methylphenylboronic acid). The reagents and catalysts are C=1C=CC(=CC1)[P](C=2C=CC=CC2)(C=3C=CC=CC3)[Pd]([P](C=4C=CC=CC4)(C=5C=CC=CC5)C=6C=CC=CC6)([P](C=7C=CC=CC7)(C=8C=CC=CC8)C=9C=CC=CC9)[P](C=1C=CC=CC1)(C=1C=CC=CC1)C=1C=CC=CC1 ((PPh3)4Pd). Product: COC1=C(C=C(C=C1)C)C=1C(=CC(=CC1)[N+](=O)[O-])C(=O)OC (methyl 2′-methoxy-5′-methyl-4-nitro-2-biphenylcarboxylate). Yield: 98.0%. RXN SMILES: F[C:2]1[CH:3]=[CH:4][C:5]([O:21][CH3:22])=[C:6]([C:8]2[C:9]([C:17]([O:19][CH3:20])=[O:18])=[CH:10][C:11]([N+:14]([O-:16])=[O:15])=[CH:12][CH:13]=2)[CH:7]=1.Br[C:24]1C=CC([N+]([O-])=O)=CC=1C(OC)=O.COC1C=CC(C)=CC=1B(O)O>C1C=CC([P]([Pd]([P](C2C=CC=CC=2)(C2C=CC=CC=2)C2C=CC=CC=2)([P](C2C=CC=CC=2)(C2C=CC=CC=2)C2C=CC=CC=2)[P](C2C=CC=CC=2)(C2C=CC=CC=2)C2C=CC=CC=2)(C2C=CC=CC=2)C2C=CC=CC=2)=CC=1>[CH3:22][O:21][C:5]1[CH:4]=[CH:3][C:2]([CH3:24])=[CH:7][C:6]=1[C:8]1[C:9]([C:17]([O:19][CH3:20])=[O:18])=[CH:10][C:11]([N+:14]([O-:16])=[O:15])=[CH:12][CH:13]=1 |^1:52,54,73,92|. Procedure details: This compound was prepared in a manner similar to that of methyl 5′-Fluoro-2′-methoxy-4-nitro-2-biphenylcarboxylate (EXAMPLE 107) from methyl 2-bromo-5-nitrobenzoate (1.80 g, 6.92 mmol), (PPh3)4Pd (0.33 g, 0.28 mmol), and 2-methoxy-5-methylphenylboronic acid (1.58 g, 9.51 mmol) to afford 2.03 g (98%) of methyl 2′-methoxy-5′-methyl-4-nitro-2-biphenylcarboxylate as a white solid. Data for methyl (2′-methoxy-5′-methyl-4-nitro-2-biphenylcarboxylate): 1H NMR (400 MHz, CDCl3) 8.69 (d, J=2.5, 1H), 8.36... Reactants: [F-].[K+] (Potassium fluoride), ClC1=CC=NC2=C(C=C(C=C12)I)C(=O)NCCN(CC)CC (4-chloro-N-[2-(diethylamino)ethyl]-6-iodoquinoline-8-carboxamide). The solvent is CS(=O)C (dimethylsulfoxide). Conditions: temperature 200 celsius, time 3 hour. The product is C(C)N(CCNC(=O)C=1C=C(C=C2C(=CC=NC12)F)I)CC (N-[2-(diethylamino)ethyl]-4-fluoro-6-iodoquinoline-8-carboxamide). The yield is 85.3%. As a reaction SMILES: [F-:1].[K+].Cl[C:4]1[C:13]2[C:8](=[C:9]([C:15]([NH:17][CH2:18][CH2:19][N:20]([CH2:23][CH3:24])[CH2:21][CH3:22])=[O:16])[CH:10]=[C:11]([I:14])[CH:12]=2)[N:7]=[CH:6][CH:5]=1>CS(C)=O>[CH2:21]([N:20]([CH2:23][CH3:24])[CH2:19][CH2:18][NH:17][C:15]([C:9]1[CH:10]=[C:11]([I:14])[CH:12]=[C:13]2[C:8]=1[N:7]=[CH:6][CH:5]=[C:4]2[F:1])=[O:16])[CH3:22] |f:0.1|. Reported procedure: Potassium fluoride (725 mg, 12.5 mmol) was dried under vacuum and stirring, at 200° C. for 3 h. After cooling to room temperature, a solution of compound 101 (1.00 g, 2.32 mmol) in anhydrous dimethylsulfoxide (20 mL) was added. The mixture was then heated at 130° C., under argon, for 3 h. After cooling to room temperature, the solvent was evaporated under vacuum and the residue was chromatographed (Al2O3, AcOEt/cyclohexane, 9/1, v/v) to give compound 102 (821 mg, 1.98 mmol) as a yellow solid. Yi...